Dataset: the Open Reaction Database (ORD), a public repository of structured organic reaction records. Task: describe an organic reaction: reactants, conditions, products, and yield The reactants are ClC1=C(C=CC(=C1)Cl)C1=NC(=C(C(=O)OC)C=C1C1=CC=C(C=C1)F)OCC1=CC(=C(C=C1)F)F (Methyl 6-(2,4-dichlorophenyl)-2-[(3,4-difluorobenzyl)oxy]-5-(4-fluorophenyl)nicotinate), [OH-].[Na+] (NaOH). Solvent: CO (methanol), C1CCOC1 (THF). Reaction conditions: temperature 50 celsius. The product is ClC1=C(C=CC(=C1)Cl)C1=NC(=C(C(=O)O)C=C1C1=CC=C(C=C1)F)OCC1=CC(=C(C=C1)F)F (6-(2,4-Dichlorophenyl)-2-[(3,4-difluorobenzyl)oxy]-5-(4-fluorophenyl)nicotinic acid). As a reaction SMILES: [Cl:1][C:2]1[CH:7]=[C:6]([Cl:8])[CH:5]=[CH:4][C:3]=1[C:9]1[C:18]([C:19]2[CH:24]=[CH:23][C:22]([F:25])=[CH:21][CH:20]=2)=[CH:17][C:12]([C:13]([O:15]C)=[O:14])=[C:11]([O:26][CH2:27][C:28]2[CH:33]=[CH:32][C:31]([F:34])=[C:30]([F:35])[CH:29]=2)[N:10]=1.[OH-].[Na+]>CO.C1COCC1>[Cl:1][C:2]1[CH:7]=[C:6]([Cl:8])[CH:5]=[CH:4][C:3]=1[C:9]1[C:18]([C:19]2[CH:20]=[CH:21][C:22]([F:25])=[CH:23][CH:24]=2)=[CH:17][C:12]([C:13]([OH:15])=[O:14])=[C:11]([O:26][CH2:27][C:28]2[CH:33]=[CH:32][C:31]([F:34])=[C:30]([F:35])[CH:29]=2)[N:10]=1 |f:1.2|. Procedure: A solution of the product from Example 104 Step F (0.280 g; 0.541 mmol) in methanol (4 mL) and THF (1 mL) in a round bottom flask was treated with 3N aq. NaOH (1.08 mL; 3.24 mmol) and heated to 50° C. for 2 hours. The volatiles were removed in vacuo, and the reaction was quenched with saturated aq. NaHSO4 solution and extracted with methylene chloride (5×). The combined extracts were dried (Na2SO4), filtered, and concentrated in vacuo to afford the crude product. NMR and LCMS indicated good puri...